From a dataset of the Open Reaction Database (ORD), a public repository of structured organic reaction records. describe an organic reaction: reactants, conditions, products, and yield Starting materials: C=C(c1ccc(C2=NC(C)(C)CO2)cc1)c1cc(C(C)C)n(C(C)(C)C)n1, CCO, Cl, [Na+], [OH-]. Product: CC(C)c1cc(C(O)c2ccc(C3=NC(C)(C)CO3)cc2)nn1C(C)(C)C. RXN SMILES: [C:1]([CH3:2])([CH3:3])([CH3:4])[n:5]1[n:6][c:7]([C:13](=[CH2:14])[c:15]2[cH:16][cH:17][c:18]([C:21]3=[N:25][C:24]([CH3:26])([CH3:27])[CH2:23][O:22]3)[cH:19][cH:20]2)[cH:8][c:9]1[CH:10]([CH3:11])[CH3:12].[CH3:31][CH2:32][OH:33].[ClH:30].[Na+:29].[OH-:28]>>[C:1]([CH3:2])([CH3:3])([CH3:4])[n:5]1[n:6][c:7]([CH:13]([c:15]2[cH:16][cH:17][c:18]([C:21]3=[N:25][C:24]([CH3:26])([CH3:27])[CH2:23][O:22]3)[cH:19][cH:20]2)[OH:28])[cH:8][c:9]1[CH:10]([CH3:11])[CH3:12].